Dataset: the Open Reaction Database (ORD), a public repository of structured organic reaction records. Task: describe an organic reaction: reactants, conditions, products, and yield The reactants are NC=1SC=C(N1)/C(/C(=O)N[C@H]1[C@@H]2N(C(=C(CS2)[C@H]2OCCC2)C(=O)[O-])C1=O)=N/OC.[Na+] (Sodium (6R,7R)-7-[2-(2-aminothiazol-4-yl)-2-(Z)-methoxyiminoacetamido]-3-[(S)-tetrahydrofuran-2-yl]ceph-3-em-4-carboxylate), BrC\C(\C(=O)OCC)=C/C (ethyl (Z)-2-bromomethylbut-2-enoate). Solvent: CN1C(CCC1)=O (1-methyl-2-pyrrolidinone), CN1C(CCC1)=O (1-methyl-2-pyrrolidinone), C(C)(=O)OCC (ethyl acetate). Reaction conditions: time 8 hour. The product is NC=1SC=C(N1)/C(/C(=O)N[C@H]1[C@@H]2N(C(=C(CS2)[C@H]2OCCC2)C(=O)OC/C(=C/C)/C(=O)OCC)C1=O)=N/OC (2-Ethoxycarbonyl-Z-but-2-enyl (6R,7R)-7-[2-(2-Aminothiazol-4-yl)-2-(Z)-methoxyiminoacetamido]-3-[(S)-tetrahydrofuran-2-yl]ceph-3-em-4-carboxylate), foam. Isolated yield 86.0%. Reaction SMILES: [NH2:1][C:2]1[S:3][CH:4]=[C:5](/[C:7](=[N:28]/[O:29][CH3:30])/[C:8]([NH:10][C@@H:11]2[C:26](=[O:27])[N:13]3[C:14]([C:23]([O-:25])=[O:24])=[C:15]([C@@H:18]4[CH2:22][CH2:21][CH2:20][O:19]4)[CH2:16][S:17][C@H:12]23)=[O:9])[N:6]=1.[Na+].Br[CH2:33]/[C:34](=[CH:40]\[CH3:41])/[C:35]([O:37][CH2:38][CH3:39])=[O:36]>CN1CCCC1=O.C(OCC)(=O)C>[NH2:1][C:2]1[S:3][CH:4]=[C:5](/[C:7](=[N:28]/[O:29][CH3:30])/[C:8]([NH:10][C@@H:11]2[C:26](=[O:27])[N:13]3[C:14]([C:23]([O:25][CH2:33]/[C:34](/[C:35]([O:37][CH2:38][CH3:39])=[O:36])=[CH:40]/[CH3:41])=[O:24])=[C:15]([C@@H:18]4[CH2:22][CH2:21][CH2:20][O:19]4)[CH2:16][S:17][C@H:12]23)=[O:9])[N:6]=1 |f:0.1|. Procedure: Sodium (6R,7R)-7-[2-(2-aminothiazol-4-yl)-2-(Z)-methoxyiminoacetamido]-3-[(S)-tetrahydrofuran-2-yl]ceph-3-em-4-carboxylate, (0.35g) in 1-methyl-2-pyrrolidinone (4ml) was treated with a solution of ethyl (Z)-2-bromomethylbut-2-enoate, (0.16g) in 1-methyl-2-pyrrolidinone (1ml) and stirred at ambient temperature overnight. The solution was diluted with ethyl acetate and washed with water (3x), brine and then dried. After removal of solvent in vacuo, the residue was purified by flash chromatography ... Starting materials: NC(=O)c1cc(F)c(F)c(Cl)c1F, NC(=O)c1cc(Cl)c(F)c(F)c1F, NC(=O)c1cc(F)c(F)cc1F. RXN SMILES: [Cl:14][c:15]1[c:16]([F:17])[c:18]([C:24]([NH2:25])=[O:26])[cH:19][c:20]([F:21])[c:22]1[F:23].[Cl:1][c:2]1[c:3]([F:13])[c:4]([F:12])[c:5]([F:11])[c:6]([C:7](=[O:8])[NH2:9])[cH:10]1.[F:27][c:28]1[cH:29][c:30]([F:31])[c:32]([F:33])[cH:34][c:35]1[C:36]([NH2:37])=[O:38]>>[Cl:1][c:2]1[c:3]([F:13])[c:4]([Cl:14])[c:5]([F:11])[c:6]([C:7](=[O:8])[NH2:9])[cH:10]1. The product is NC(=O)c1cc(Cl)c(F)c(Cl)c1F.